The task is: describe an organic reaction: reactants, conditions, products, and yield. This data is from the Open Reaction Database (ORD), a public repository of structured organic reaction records. Yields the product O=S1(=O)N=C(C(F)(F)F)Nc2ccncc21. The reactants are Nc1ccncc1S(=O)(=O)NC(=O)C(F)(F)F, O, O=P(Cl)(Cl)Cl. RXN SMILES: [NH2:1][c:2]1[c:3]([S:8](=[O:9])(=[O:10])[NH:11][C:12]([C:13]([F:14])([F:15])[F:16])=[O:17])[cH:4][n:5][cH:6][cH:7]1.[OH2:23].[P:18]([Cl:19])([Cl:20])([Cl:21])=[O:22]>>[NH:1]1[c:2]2[c:3]([cH:4][n:5][cH:6][cH:7]2)[S:8](=[O:9])(=[O:10])[N:11]=[C:12]1[C:13]([F:14])([F:15])[F:16]. Starting materials: CCOC(=O)c1ccc(-c2ccccc2)c(CBr)c1, C[N+]1([O-])CCOCC1, CC#N, O. The product is CCOC(=O)c1ccc(-c2ccccc2)c(C=O)c1. As a reaction SMILES: [Br:1][CH2:2][c:3]1[c:4](-[c:14]2[cH:15][cH:16][cH:17][cH:18][cH:19]2)[cH:5][cH:6][c:7]([C:9](=[O:10])[O:11][CH2:12][CH3:13])[cH:8]1.[CH3:20][N+:21]1([O-:22])[CH2:23][CH2:25][O:24][CH2:26][CH2:27]1.[CH3:29][C:30]#[N:31].[OH2:28]>>[CH:2]([c:3]1[c:4](-[c:14]2[cH:15][cH:16][cH:17][cH:18][cH:19]2)[cH:5][cH:6][c:7]([C:9](=[O:10])[O:11][CH2:12][CH3:13])[cH:8]1)=[O:24]. Starting materials: BrC(C(=O)Cl)CCBr (2,4-dibromobutanoyl chloride), [OH-].[Na+] (sodium hydroxide), Cl.NCC(=O)OCC (ethyl 2-aminoacetate hydrochloride). Run in ClCCl (dichloromethane), O (water), O (water), ClCCl (dichloromethane), ClCCl (dichloromethane), O (water). Conditions: temperature 0 celsius, time 1 hour. Yields the product BrC(C(=O)NCC(=O)OCC)CCBr (Ethyl 2-(2,4-dibromobutanamido)acetate). Yield: 84.0%. As a reaction SMILES: Cl.[NH2:2][CH2:3][C:4]([O:6][CH2:7][CH3:8])=[O:5].[Br:9][CH:10]([CH2:14][CH2:15][Br:16])[C:11](Cl)=[O:12].[OH-].[Na+]>ClCCl.O>[Br:9][CH:10]([CH2:14][CH2:15][Br:16])[C:11]([NH:2][CH2:3][C:4]([O:6][CH2:7][CH3:8])=[O:5])=[O:12] |f:0.1,3.4|. Procedure details: To a stirred mixture of ethyl 2-aminoacetate hydrochloride (1.568 g, 11.24 mmol) in dichloromethane (9 mL) and water (2 mL) at 0° C. was added a solution of 2,4-dibromobutanoyl chloride (3.0 g, 10.21 mmol) in dichloromethane (2 mL). A solution of sodium hydroxide in water (11.5 M, 2 mL) was then added slowly. The reaction was stirred 1 hour at 0° C. and then 15 minutes at room temperature. The reaction was then treated with dichloromethane (40 mL) and water (25 mL). The layers were separated, an... Procedure: Three separate reaction flasks were each charged with sodium hydride (60% in mineral oil, 0.486 g, 12.16 mmol) and anhydrous DMF (40.5 mL). To these, pyrrolidinone (0.924 mL, 12.16 mmol) was added dropwise. After stirring at this temperature for 30 minutes, (2R,5R)-4-benzyl-5-chloromethyl-2-methyl-piperazine-1-carboxylic acid tert-butyl ester (2.74 g, 8.11 mmol) was added to each at room temperature. The reactions were stirred at 80° C. for 4 h. The reactions were combined and saturated aqueous ... Run in CN(C)C=O (DMF). Yield: 187.7%. RXN SMILES: [H-].[Na+].[NH:3]1[CH2:7][CH2:6][CH2:5][C:4]1=[O:8].[C:9]([O:13][C:14]([N:16]1[CH2:21][C@H:20]([CH2:22]Cl)[N:19]([CH2:24][C:25]2[CH:30]=[CH:29][CH:28]=[CH:27][CH:26]=2)[CH2:18][C@H:17]1[CH3:31])=[O:15])([CH3:12])([CH3:11])[CH3:10].C(=O)(O)[O-].[Na+]>CN(C=O)C>[C:9]([O:13][C:14]([N:16]1[CH2:21][C@H:20]([CH2:22][N:3]2[CH2:7][CH2:6][CH2:5][C:4]2=[O:8])[N:19]([CH2:24][C:25]2[CH:26]=[CH:27][CH:28]=[CH:29][CH:30]=2)[CH2:18][C@H:17]1[CH3:31])=[O:15])([CH3:10])([CH3:11])[CH3:12] |f:0.1,4.5|. The product is C(C)(C)(C)OC(=O)N1[C@@H](CN([C@H](C1)CN1C(CCC1)=O)CC1=CC=CC=C1)C ((2R,5S)-4-Benzyl-2-methyl-5-(2-oxo-pyrrolidin-1-ylmethyl)-piperazine-1-carboxylic acid tert-butyl ester). Conditions: time 30 minute. Starting materials: C([O-])(O)=O.[Na+] (sodium bicarbonate), [H-].[Na+] (sodium hydride), C(C)(C)(C)OC(=O)N1[C@@H](CN([C@H](C1)CCl)CC1=CC=CC=C1)C ((2R,5R)-4-benzyl-5-chloromethyl-2-methyl-piperazine-1-carboxylic acid tert-butyl ester), N1C(CCC1)=O (pyrrolidinone). The reactants are CC1CC(C2=CC=CC=C12)=O (3-Methyl-1-indanone), ice water, C1(=CC=CC=C1)NN (phenylhydrazine), Cl (hydrochloric acid). The solvent is C(C)(=O)O (acetic acid). Reaction conditions: time 75 minute. Yields the product CC1C2=CC=CC=C2C=2NC=3C=CC=CC3C21 (5,10-Dihydro-10-methylindeno[1,2-b]indole). As a reaction SMILES: [CH3:1][CH:2]1[C:10]2[C:5](=[CH:6][CH:7]=[CH:8][CH:9]=2)[C:4](=O)[CH2:3]1.[C:12]1([NH:18]N)[CH:17]=[CH:16][CH:15]=[CH:14][CH:13]=1.Cl>C(O)(=O)C>[CH3:1][CH:2]1[C:3]2[C:17]3[CH:16]=[CH:15][CH:14]=[CH:13][C:12]=3[NH:18][C:4]=2[C:5]2[C:10]1=[CH:9][CH:8]=[CH:7][CH:6]=2. Procedure: 3-Methyl-1-indanone (500 mg, 3,42 mmol) prepared by an analogous method to that described by A. M. Weidler et al., Acta Chem. Scand., 18 p. 148 (1964) and phenylhydrazine (0.35 cm3, 3.5 mmol), were heated to reflux in glacial acetic acid (20 cm3). After 2 minutes concentrated hydrochloric acid (1 cm3) was added down the reflux condenser. Boiling was continued for 75 minutes and then the reaction was cooled. The solution was poured into ice/water and extracted into ethyl acetate. The extracts wer... Starting materials: NC1[C@@H]2N(C(=C(CS2)CSC2=CN=NN2)C(=O)O)C1=O (7-amino-3-(1H-1,2,3-triazol-5-yl)thiomethyl-3-cephem-4-carboxylic acid), C[Si](C)(C)CC(=O)N (trimethylsilylacetamide), resultant solution, O1CCSC=C1C(C(=O)O)=NOCCC (2-(2,3-Dihydro-1,4-oxathiin-6-yl)-2-n-propoxyiminoacetic acid), P(=O)(Cl)(Cl)Cl (phosphoryl chloride). Run in C(C)(=O)OCC (ethyl acetate), O (Water), C(C)(=O)OCC (ethyl acetate), CN(C=O)C (N,N-dimethylformamide). Reaction conditions: temperature 40 celsius. Yields the product O1CCSC=C1C(C(=O)NC1[C@@H]2N(C(=C(CS2)CSC2=CN=NN2)C(=O)O)C1=O)=NOCCC (7-[2-(2,3-dihydro-1,4-oxathiin-6-yl)-2-n-propoxyiminoacetamido]-3-(1H-1,2,3-triazol-5-yl)thiomethyl-3-cephem-4-carboxylic acid). Isolated yield 69.3%. Reaction SMILES: [O:1]1[C:6]([C:7](=[N:11][O:12][CH2:13][CH2:14][CH3:15])[C:8]([OH:10])=O)=[CH:5][S:4][CH2:3][CH2:2]1.P(Cl)(Cl)(Cl)=O.[NH2:21][CH:22]1[C:39](=[O:40])[N:24]2[C:25]([C:36]([OH:38])=[O:37])=[C:26]([CH2:29][S:30][C:31]3[NH:35][N:34]=[N:33][CH:32]=3)[CH2:27][S:28][C@H:23]12.C[Si](CC(N)=O)(C)C>O.C(OCC)(=O)C.CN(C)C=O>[O:1]1[C:6]([C:7](=[N:11][O:12][CH2:13][CH2:14][CH3:15])[C:8]([NH:21][CH:22]2[C:39](=[O:40])[N:24]3[C:25]([C:36]([OH:38])=[O:37])=[C:26]([CH2:29][S:30][C:31]4[NH:35][N:34]=[N:33][CH:32]=4)[CH2:27][S:28][C@H:23]23)=[O:10])=[CH:5][S:4][CH2:3][CH2:2]1. Procedure: 2-(2,3-Dihydro-1,4-oxathiin-6-yl)-2-n-propoxyiminoacetic acid (syn isomer, 1.6 g.), dry N,N-dimethylformamide (0.56 ml.), dry ethyl acetate (22.3 ml.) and phosphoryl chloride (0.69 ml.) were treated in a similar manner to that of Example 14 to give an activated acid solution. On the other hand, 7-amino-3-(1H-1,2,3-triazol-5-yl)thiomethyl-3-cephem-4-carboxylic acid (2.0 g.) and trimethylsilylacetamide (5.9 g.) were added to dry ethyl acetate (40 ml.), and stirred at 40° C. for an hour. To the sol...